This data is from the Open Reaction Database (ORD), a public repository of structured organic reaction records. The task is: describe an organic reaction: reactants, conditions, products, and yield Starting materials: CCOC1CNCC1Nc1nc(CC)c(-c2ccc(OC)nc2C)nc1CC, CCOC1CN(C(=O)OCc2ccccc2)CC1Nc1nc(CC)c(-c2cnc(N(C)C)cc2C)nc1CC. The product is CCOC1CNCC1Nc1nc(CC)c(-c2cnc(N(C)C)cc2C)nc1CC. As a reaction SMILES: [CH2:1]([O:2][CH:3]1[CH2:4][NH:5][CH2:6][CH:7]1[NH:8][c:9]1[c:10]([CH2:11][CH3:12])[n:13][c:14](-[c:15]2[c:16]([CH3:17])[n:18][c:19]([O:20][CH3:21])[cH:22][cH:23]2)[c:24]([CH2:25][CH3:26])[n:27]1)[CH3:28].[CH3:29][N:30]([c:31]1[cH:32][c:33]([CH3:66])[c:34](-[c:37]2[n:38][c:39]([CH2:64][CH3:65])[c:40]([NH:45][CH:46]3[CH2:47][N:48]([C:54]([O:55][CH2:56][c:57]4[cH:58][cH:59][cH:60][cH:61][cH:62]4)=[O:63])[CH2:49][CH:50]3[O:51][CH2:52][CH3:53])[n:41][c:42]2[CH2:43][CH3:44])[cH:35][n:36]1)[CH3:67]>>[CH3:29][N:30]([c:31]1[cH:32][c:33]([CH3:66])[c:34](-[c:37]2[n:38][c:39]([CH2:64][CH3:65])[c:40]([NH:45][CH:46]3[CH2:47][NH:48][CH2:49][CH:50]3[O:51][CH2:52][CH3:53])[n:41][c:42]2[CH2:43][CH3:44])[cH:35][n:36]1)[CH3:67]. The reactants are O([Si](C)(C)C(C)(C)C)CC1(COC(OC1)(C)C)CN1C(=NC=C1)[N+](=O)[O-] (5-(t-butyldimethylsiloxymethyl)-2,2-dimethyl-5-[(2-nitro-1H-imidazol-1-yl)methyl]-1,3-dioxane), [F-].C(CCC)[N+](CCCC)(CCCC)CCCC (tetra-n-butylammonium fluoride). Reported procedure: Subsequently, the obtained 5-(t-butyldimethylsiloxymethyl)-2,2-dimethyl-5-[(2-nitro-1H-imidazol-1-yl)methyl]-1,3-dioxane is reacted with tetra-n-butylammonium fluoride in an organic solvent by for example a method of E. J. Corey et al. (Journal of American Chemical Society, 1972, 94, p. 6190) and purified, to give 2,2-dimethyl-5-hydroxymethyl-5-[(2-nitro-1H-imidazol-1-yl)methyl]-1,3-dioxane (FIG. 1, Step 4). RXN SMILES: [O:1]([CH2:9][C:10]1([CH2:18][N:19]2[CH:23]=[CH:22][N:21]=[C:20]2[N+:24]([O-:26])=[O:25])[CH2:15][O:14][C:13]([CH3:17])([CH3:16])[O:12][CH2:11]1)[Si](C(C)(C)C)(C)C.[F-].C([N+](CCCC)(CCCC)CCCC)CCC>>[CH3:16][C:13]1([CH3:17])[O:12][CH2:11][C:10]([CH2:9][OH:1])([CH2:18][N:19]2[CH:23]=[CH:22][N:21]=[C:20]2[N+:24]([O-:26])=[O:25])[CH2:15][O:14]1 |f:1.2|. Product: CC1(OCC(CO1)(CN1C(=NC=C1)[N+](=O)[O-])CO)C (2,2-dimethyl-5-hydroxymethyl-5-[(2-nitro-1H-imidazol-1-yl)methyl]-1,3-dioxane). Starting materials: ClC1=C(C=CC=C1Cl)C1C(=C(NC=2CCCC(C12)=O)C)C(=O)OC(C)C (Isopropyl 4-(2,3-dichlorophenyl)-2-methyl-5-oxo-1,4,5,6,7,8-hexahydroquinoline-3-carboxylate). Reagents/catalysts: O=[Mn]=O (MnO2). The solvent is C(Cl)Cl (CH2Cl2). Product: isopropanol petroleum ether, ClC1=C(C=CC=C1Cl)C1=C(C(=NC=2CCCC(C12)=O)C)C(=O)OC(C)C (Isopropyl 4-(2,3-dichlorophenyl)-2-methyl-5-oxo-5,6,7,8-tetrahydroquinoline-3-carboxylate). As a reaction SMILES: [Cl:1][C:2]1[C:7]([Cl:8])=[CH:6][CH:5]=[CH:4][C:3]=1[CH:9]1[C:18]2[C:17](=[O:19])[CH2:16][CH2:15][CH2:14][C:13]=2[NH:12][C:11]([CH3:20])=[C:10]1[C:21]([O:23][CH:24]([CH3:26])[CH3:25])=[O:22]>C(Cl)Cl.O=[Mn]=O>[Cl:1][C:2]1[C:7]([Cl:8])=[CH:6][CH:5]=[CH:4][C:3]=1[C:9]1[C:18]2[C:17](=[O:19])[CH2:16][CH2:15][CH2:14][C:13]=2[N:12]=[C:11]([CH3:20])[C:10]=1[C:21]([O:23][CH:24]([CH3:26])[CH3:25])=[O:22]. Procedure details: 1.5 g (3.8 mmol) of the compound from Example IV are dissolved in 350 ml of CH2Cl2 and treated with 7.5 g of MnO2. The mixture is kept under reflux for 2 h, solid is filtered off with suction through Celite and the filtrate is concentrated. The residue is purified by MPLC (methylene chloride/ethyl acetate 10+1). After recrystallization, first from ether/petroleum ether and then from isopropanol/petroleum ether, 0.72 g (48% of theory) of the title compound is obtained. The reactants are C[Si](OC(=C)C=1OC=CC1)(C)C (1-Trimethylsilyloxy-1-(furan-2-yl)ethylene), [F-].[Cs+] (CsF), C1(CCCCC1)C=CC(=O)C1=C(C=CC(=C1)F)O (3-cyclohexyl-1-(2-hydroxy-5-fluorophenyl)-2-propen-1-one), resin. The solvent is CS(=O)C (dimethyl sulfoxide). Run at temperature 70 celsius. Yields the product C1(CCCCC1)C(CC(=O)C1=C(C=CC(=C1)F)O)CC(=O)C=1OC=CC1 (3-cyclohexyl-1-(2-hydroxy-5-fluorophenyl)-5-(furan-2-yl)-1,5-pentanedione). Reaction SMILES: C[Si](C)(C)[O:3][C:4]([C:6]1[O:7][CH:8]=[CH:9][CH:10]=1)=[CH2:5].[F-].[Cs+].[CH:15]1([CH:21]=[CH:22][C:23]([C:25]2[CH:30]=[C:29]([F:31])[CH:28]=[CH:27][C:26]=2[OH:32])=[O:24])[CH2:20][CH2:19][CH2:18][CH2:17][CH2:16]1>CS(C)=O>[CH:15]1([CH:21]([CH2:3][C:4]([C:6]2[O:7][CH:8]=[CH:9][CH:10]=2)=[O:5])[CH2:22][C:23]([C:25]2[CH:30]=[C:29]([F:31])[CH:28]=[CH:27][C:26]=2[OH:32])=[O:24])[CH2:20][CH2:19][CH2:18][CH2:17][CH2:16]1 |f:1.2|. Procedure details: 1-Trimethylsilyloxy-1-(furan-2-yl)ethylene (1.64 g, 9.0 mmol; prepared according to J. Chem. Soc.,Perkin Trans. I 1989, 1585) and CsF (0.41 g, 2.7 mmol) were added to a suspension of 3-cyclohexyl-1-(2-hydroxy-5-fluorophenyl)-2-propen-1-one on Wang resin (3.0 g, 1.8 mmol) in dimethyl sulfoxide (40 mL). The reaction mixture was heated to 70° C. for 3 h and the reaction was quenched with 10% AcOH/CH2Cl2. The resin was filtered, washed with DMF (×2) and alternating MeOH and CH2Cl2 (×5), and dried un... Reactants: C1CCOC1, [Cl-], Clc1ccccc1, Cc1ccccc1[Mg+]. Product: Cc1ccccc1-c1ccccc1. Reaction SMILES: [CH2:17]1[O:18][CH2:19][CH2:20][CH2:21]1.[Cl-:8].[Cl:1][c:2]1[cH:3][cH:4][cH:5][cH:6][cH:7]1.[c:9]1([CH3:16])[c:10]([Mg+:15])[cH:11][cH:12][cH:13][cH:14]1>>[c:2]1(-[c:10]2[c:9]([CH3:16])[cH:14][cH:13][cH:12][cH:11]2)[cH:3][cH:4][cH:5][cH:6][cH:7]1. Reactants: ClC(C#N)C=1C=CC(=C(C(=O)OC)C1)OC (methyl 5-(1-chloro-1-cyanomethyl)-2-methoxybenzoate), NC(=S)N (thiourea), C(C)O (ethanol), O (water), Cl (hydrochloric acid). Yields the product O=C1SC(C(N1)=O)C=1C=CC(=C(C(=O)O)C1)OC (5-(2,4-Dioxothiazolidin-5-yl)-2-methoxybenzoic acid). Reaction SMILES: ClC([C:5]1[CH:6]=[CH:7][C:8]([O:15][CH3:16])=[C:9]([CH:14]=1)[C:10]([O:12]C)=[O:11])C#N.[NH2:17][C:18](N)=[S:19].Cl.[OH2:22].[CH2:23]([OH:25])[CH3:24]>>[O:22]=[C:18]1[NH:17][C:23](=[O:25])[CH:24]([C:5]2[CH:6]=[CH:7][C:8]([O:15][CH3:16])=[C:9]([CH:14]=2)[C:10]([OH:12])=[O:11])[S:19]1. Procedure details: To a solution of methyl 5-(1-chloro-1-cyanomethyl)-2-methoxybenzoate (2.37 g) in ethanol (30 ml) was added thiourea (910 mg), and the mixture was refluxed for 3 hours. After cooling, 3 N hydrochloric acid (30 ml) was added, which was refluxed for 16 hours. After cooling, the reaction mixture was poured into water, which was extracted with ethyl acetate. After washing with water, the extract was dried over anhydrous sodium sulfate.